This data is from the Open Reaction Database (ORD), a public repository of structured organic reaction records. The task is: describe an organic reaction: reactants, conditions, products, and yield The reactants are C(C)(C)N (Isopropylamine), C(#N)C1=CC=C(C(=O)N=C=S)C=C1 (4-cyanobenzoyl isothiocyanate). The solvent is C1(=CC=CC=C1)C (toluene). Product: C(#N)C1=CC=C(C(=O)NC(=S)NC(C)C)C=C1 (1-(4-cyanobenzoyl)-3-isopropylthiourea). RXN SMILES: [CH:1]([NH2:4])([CH3:3])[CH3:2].[C:5]([C:7]1[CH:17]=[CH:16][C:10]([C:11]([N:13]=[C:14]=[S:15])=[O:12])=[CH:9][CH:8]=1)#[N:6]>C1(C)C=CC=CC=1>[C:5]([C:7]1[CH:8]=[CH:9][C:10]([C:11]([NH:13][C:14]([NH:4][CH:1]([CH3:3])[CH3:2])=[S:15])=[O:12])=[CH:16][CH:17]=1)#[N:6]. Procedure: Isopropylamine (5.6 ml) was added dropwise to a mixture of 4-cyanobenzoyl isothiocyanate (11 g) and toluene (100 ml) at 60° C., and the insoluble substance in the reaction solution was filtered off. After allowing to stand for cooling, the precipitated crystals were recrystallized from toluene to give 1-(4-cyanobenzoyl)-3-isopropylthiourea (12.35 g) as pale yellow prisms. The reactants are CC#N, O=C=NC(=O)c1cc(F)c(F)cc1Cl, Nc1cc(-c2ccc(F)cc2)sc1C(=O)O. The product is O=C(NC(=O)c1cc(F)c(F)cc1Cl)Nc1cc(-c2ccc(F)cc2)sc1C(=O)O. Reaction SMILES: [CH3:31][C:32]#[N:33].[Cl:17][c:18]1[c:19]([C:20](=[O:21])[N:22]=[C:23]=[O:24])[cH:25][c:26]([F:30])[c:27]([F:29])[cH:28]1.[NH2:1][c:2]1[c:3]([C:14](=[O:15])[OH:16])[s:4][c:5](-[c:7]2[cH:8][cH:9][c:10]([F:13])[cH:11][cH:12]2)[cH:6]1>>[NH:1]([c:2]1[c:3]([C:14](=[O:15])[OH:16])[s:4][c:5](-[c:7]2[cH:8][cH:9][c:10]([F:13])[cH:11][cH:12]2)[cH:6]1)[C:23]([NH:22][C:20]([c:19]1[c:18]([Cl:17])[cH:28][c:27]([F:29])[c:26]([F:30])[cH:25]1)=[O:21])=[O:24].